From a dataset of the Open Reaction Database (ORD), a public repository of structured organic reaction records. describe an organic reaction: reactants, conditions, products, and yield Reactants: O=C([O-])[O-], COC(=O)CCc1ccc(S)cc1C, CC#N, FC(F)(F)c1ccc(-c2nc(COc3ccccc3)c(CCl)s2)cc1, [Cs+], [Cs+]. Product: COC(=O)CCc1ccc(SCc2sc(-c3ccc(C(F)(F)F)cc3)nc2COc2ccccc2)cc1C. Reaction SMILES: [C:15](=[O:16])([O-:17])[O-:18].[CH3:1][O:2][C:3]([CH2:4][CH2:5][c:6]1[c:7]([CH3:13])[cH:8][c:9]([SH:12])[cH:10][cH:11]1)=[O:14].[CH3:46][C:47]#[N:48].[Cl:21][CH2:22][c:23]1[c:24]([CH2:38][O:39][c:40]2[cH:41][cH:42][cH:43][cH:44][cH:45]2)[n:25][c:26](-[c:28]2[cH:29][cH:30][c:31]([C:34]([F:35])([F:36])[F:37])[cH:32][cH:33]2)[s:27]1.[Cs+:19].[Cs+:20]>>[CH3:1][O:2][C:3]([CH2:4][CH2:5][c:6]1[c:7]([CH3:13])[cH:8][c:9]([S:12][CH2:22][c:23]2[c:24]([CH2:38][O:39][c:40]3[cH:41][cH:42][cH:43][cH:44][cH:45]3)[n:25][c:26](-[c:28]3[cH:29][cH:30][c:31]([C:34]([F:35])([F:36])[F:37])[cH:32][cH:33]3)[s:27]2)[cH:10][cH:11]1)=[O:14]. Conditions: temperature 125 celsius, time 2 hour. Reagents/catalysts: C(C)(=O)[O-].[Pd+2].C(C)(=O)[O-] (palladium acetate). As a reaction SMILES: Cl[C:2]1[CH:3]=[CH:4][CH:5]=[C:6]2[C:10]=1[C:9](=[O:11])[CH:8]([CH3:12])[CH2:7]2.[CH3:13][C:14]1[CH:19]=[CH:18][C:17](B(O)O)=[CH:16][CH:15]=1.C(=O)([O-])[O-].[Na+].[Na+].O>C(O)CO.C([O-])(=O)C.[Pd+2].C([O-])(=O)C>[CH3:12][CH:8]1[CH2:7][C:6]2[C:10](=[C:2]([C:17]3[CH:18]=[CH:19][C:14]([CH3:13])=[CH:15][CH:16]=3)[CH:3]=[CH:4][CH:5]=2)[C:9]1=[O:11] |f:2.3.4,7.8.9|. Reported procedure: Using a method similar to Example 16 d), 3.61 g (0.020 mol) of (1), 3.0 g (0.022 mol) of 4-methylphenylboronic acid, 4.66 g (0.044 mol) of sodium carbonate were placed in 60 ml of ethylene glycol/12 ml of water in the reaction vessel, the mixture was degassed a number of times and saturated with argon. After addition of 22.4 mg (0.1 mmol) of palladium acetate and 0.114 g (0.2 mmol) of TMSPP, the reaction mixture was stirred for 2 hours at 125° C. After addition of 60 ml of water, the aqueous pha... Reactants: O (water), ClC=1C=CC=C2CC(C(C12)=O)C (7-Chloro-2-methyl-1-indanone), O (water), CC1=CC=C(C=C1)B(O)O (4-methylphenylboronic acid), C([O-])([O-])=O.[Na+].[Na+] (sodium carbonate). Run in C(CO)O (ethylene glycol). Isolated yield 95.2%. The product is CC1C(C2=C(C=CC=C2C1)C1=CC=C(C=C1)C)=O (2-Methyl-7-(4-methylphenyl)-1-indanone).